describe an organic reaction: reactants, conditions, products, and yield From a dataset of the Open Reaction Database (ORD), a public repository of structured organic reaction records. Reactants: O1OCC=C1 (dioxole), [H-].[Al+3].[Li+].[H-].[H-].[H-] (lithium aluminum hydride), ClC1(OC(OC1(F)Cl)(C(F)(F)F)C(F)(F)F)F (4,5-Dichloro-4,5-difluoro-2,2-bis(trifluoromethyl)-1,3-dioxolane), Cl (HCl), ice water. Solvent: O1CCCC1 (tetrahydrofuran). Reaction conditions: time 30 minute. Yields the product FC1OC(OC1F)(C(F)(F)F)C(F)(F)F (4,5-difluoro-2,2-bis(trifluoromethyl)-1,3-dioxolane). Isolated yield 69.1%. Reaction SMILES: [H-].[Al+3].[Li+].[H-].[H-].[H-].Cl[C:8]1([F:23])[C:12](Cl)([F:13])[O:11][C:10]([C:19]([F:22])([F:21])[F:20])([C:15]([F:18])([F:17])[F:16])[O:9]1.Cl.O1C=CCO1>O1CCCC1>[F:13][CH:12]1[CH:8]([F:23])[O:9][C:10]([C:15]([F:18])([F:16])[F:17])([C:19]([F:20])([F:21])[F:22])[O:11]1 |f:0.1.2.3.4.5|. Procedure: In a round-bottomed flask was charged lithium aluminum hydride (3.8 g, 0.1 mole) in tetrahydrofuran (75 mL) and the contents was cooled in an ice-water bath at 0° to 5° C. 4,5-Dichloro-4,5-difluoro-2,2-bis(trifluoromethyl)-1,3-dioxolane (31.5 g, 0.1 mole) was added slowly. After the addition was complete, the reaction mixture was stirred at room temperature for 30 minutes. The resulting mixture was neutralized with 4.8N HCl (50 mL), then poured into 300 mL of ice-water. The bottom layer was sepa... Reactants: BrC1=CC=C(C=C1)C1=C(C(=NO1)C)C(CSC=1C=C(C=CC1)C)O (1-[5-(4-bromo-phenyl)-3-methyl-isoxazol-4-yl]-2-m-tolylsulfanyl-ethanol), CC1(OB(OC1(C)C)C1=CC=C(C=C1)C1(CC1)C(=O)NS(=O)(=O)C)C (N-{1-[4-(4,4,5,5-tetramethyl-[1,3,2]dioxaborolan-2-yl)-phenyl]-cyclopropanecarbonyl}-methanesulfonamide). Product: OC(CSC=1C=C(C=CC1)C)C=1C(=NOC1C1=CC=C(C=C1)C1=CC=C(C=C1)C1(CC1)C(=O)NS(=O)(=O)C)C (N-(1-{4′-[4-(1-Hydroxy-2-m-tolylsulfanyl-ethyl)-3-methyl-isoxazol-5-yl]-biphenyl-4-yl}-cyclopropanecarbonyl)-methanesulfonamide). Reaction SMILES: Br[C:2]1[CH:7]=[CH:6][C:5]([C:8]2[O:12][N:11]=[C:10]([CH3:13])[C:9]=2[CH:14]([OH:24])[CH2:15][S:16][C:17]2[CH:18]=[C:19]([CH3:23])[CH:20]=[CH:21][CH:22]=2)=[CH:4][CH:3]=1.CC1(C)C(C)(C)OB([C:33]2[CH:38]=[CH:37][C:36]([C:39]3([C:42]([NH:44][S:45]([CH3:48])(=[O:47])=[O:46])=[O:43])[CH2:41][CH2:40]3)=[CH:35][CH:34]=2)O1>>[OH:24][CH:14]([C:9]1[C:10]([CH3:13])=[N:11][O:12][C:8]=1[C:5]1[CH:6]=[CH:7][C:2]([C:33]2[CH:34]=[CH:35][C:36]([C:39]3([C:42]([NH:44][S:45]([CH3:48])(=[O:47])=[O:46])=[O:43])[CH2:41][CH2:40]3)=[CH:37][CH:38]=2)=[CH:3][CH:4]=1)[CH2:15][S:16][C:17]1[CH:18]=[C:19]([CH3:23])[CH:20]=[CH:21][CH:22]=1. Reported procedure: Prepared according to the procedure described in Example 1, Step 7, using 1-[5-(4-bromo-phenyl)-3-methyl-isoxazol-4-yl]-2-m-tolylsulfanyl-ethanol and N-{1-[4-(4,4,5,5-tetramethyl-[1,3,2]dioxaborolan-2-yl)-phenyl]-cyclopropanecarbonyl}-methanesulfonamide.